Dataset: the Open Reaction Database (ORD), a public repository of structured organic reaction records. Task: describe an organic reaction: reactants, conditions, products, and yield The reactants are [Al+3], [H-], [H-], [H-], [H-], [Li+], C1CCOC1, O, N#Cc1ccc(CNc2ccccc2)cc1. Yields the product NCc1ccc(CNc2ccccc2)cc1. As a reaction SMILES: [Al+3:2].[H-:1].[H-:4].[H-:5].[H-:6].[Li+:3].[O:24]1[CH2:25][CH2:26][CH2:27][CH2:28]1.[OH2:23].[c:7]1([NH:13][CH2:14][c:15]2[cH:16][cH:17][c:18]([C:19]#[N:20])[cH:21][cH:22]2)[cH:8][cH:9][cH:10][cH:11][cH:12]1>>[c:7]1([NH:13][CH2:14][c:15]2[cH:16][cH:17][c:18]([CH2:19][NH2:20])[cH:21][cH:22]2)[cH:8][cH:9][cH:10][cH:11][cH:12]1. Product: COc1ccc2c3c1OC1C(=O)CCC4(OC(=O)c5ccccc5C(=O)O)C(C2)N(C)CCC314. RXN SMILES: [CH3:1][O:2][c:3]1[cH:4][cH:5][c:6]2[c:17]3[c:16]1[O:15][CH:14]1[C:13]34[CH2:12][CH2:11][N:9]([CH3:10])[CH:8]([CH2:7]2)[C:22]4([OH:23])[CH2:21][CH2:20][C:18]1=[O:19].[CH3:35][N:36]([c:37]1[cH:38][cH:39][n:40][cH:41][cH:42]1)[CH3:43].[O:24]=[C:25]1[O:26][C:27](=[O:28])[c:29]2[cH:30][cH:31][cH:32][cH:33][c:34]21.[cH:44]1[cH:45][cH:46][n:47][cH:48][cH:49]1>>[CH3:1][O:2][c:3]1[cH:4][cH:5][c:6]2[c:17]3[c:16]1[O:15][CH:14]1[C:13]34[CH2:12][CH2:11][N:9]([CH3:10])[CH:8]([CH2:7]2)[C:22]4([O:23][C:27](=[O:28])[c:29]2[cH:30][cH:31][cH:32][cH:33][c:34]2[C:25](=[O:24])[OH:26])[CH2:21][CH2:20][C:18]1=[O:19]. Reactants: COc1ccc2c3c1OC1C(=O)CCC4(O)C(C2)N(C)CCC314, CN(C)c1ccncc1, O=C1OC(=O)c2ccccc21, c1ccncc1. Starting materials: FC1=CC=C(C=C1)C(CC1(CCC1)CC(=O)C1=CC=C(C=C1)SC)=O (1-(4-fluorophenyl)-2-[1-[2-[4-(methylthio)phenyl]-2-oxoethyl]cyclobutan-1-yl]ethan-1-one), solid, ClC1=CC(=CC=C1)C(=O)OO (m-chloroperbenzoic acid), S([O-])(O)=O.[Na+] (sodium bisulfite). Solvent: C(Cl)(Cl)Cl (chloroform). Run at time 30 minute. Yields the product FC1=CC=C(C=C1)C(CC1(CCC1)CC(=O)C1=CC=C(C=C1)S(=O)(=O)C)=O (1-(4-fluorophenyl)-2-[1-[2-[4-(methylsulfonyl)phenyl]-2-oxoethyl]cyclobutan-1-yl]ethan-1-one). Isolated yield 97.0%. Reaction SMILES: [F:1][C:2]1[CH:7]=[CH:6][C:5]([C:8](=[O:25])[CH2:9][C:10]2([CH2:14][C:15]([C:17]3[CH:22]=[CH:21][C:20](SC)=[CH:19][CH:18]=3)=[O:16])[CH2:13][CH2:12][CH2:11]2)=[CH:4][CH:3]=1.Cl[C:27]1C=CC=C(C(OO)=O)C=1.[S:37](=[O:40])(O)[O-:38].[Na+]>C(Cl)(Cl)Cl>[F:1][C:2]1[CH:3]=[CH:4][C:5]([C:8](=[O:25])[CH2:9][C:10]2([CH2:14][C:15]([C:17]3[CH:18]=[CH:19][C:20]([S:37]([CH3:27])(=[O:40])=[O:38])=[CH:21][CH:22]=3)=[O:16])[CH2:11][CH2:12][CH2:13]2)=[CH:6][CH:7]=1 |f:2.3|. Procedure: A solution of 18.3 g (51.4 mmol) of 1-(4-fluorophenyl)-2-[1-[2-[4-(methylthio)phenyl]-2-oxoethyl]cyclobutan-1-yl]ethan-1-one (prepared in Step 5) in 200 mL of chloroform at 10° C. was slowly treated with 35.6 g (ca. 103 mmol) of solid m-chloroperbenzoic acid (50-60%). The reaction was allowed to stir for 30 minutes and treated with aqueous sodium bisulfite. The chloroform was removed in vacuo and the residue partitioned between ethyl acetate and water. The ethyl acetate extracts were washed 3 ti... Reactants: Cl (hydrochloric acid), [OH-].[Na+] (NaOH), [N+](=O)([O-])C=1C=C(C(C(=O)OCC)=CC1)C(=O)OCC (diethyl 4-nitrophthalate), O (water). The reagents and catalysts are [Zn] (zinc), [Zn] (zinc). The solvent is C1=CC=CC=C1 (benzene). Run at time 15 minute. Product: NC=1C=C(C(C(=O)OCC)=CC1)C(=O)OCC (Diethyl 4-aminophthalate). Yield: 82.8%. Reaction SMILES: [N+:1]([C:4]1[CH:5]=[C:6]([C:15]([O:17][CH2:18][CH3:19])=[O:16])[C:7](=[CH:13][CH:14]=1)[C:8]([O:10][CH2:11][CH3:12])=[O:9])([O-])=O.Cl.O.[OH-].[Na+]>C1C=CC=CC=1.[Zn]>[NH2:1][C:4]1[CH:5]=[C:6]([C:15]([O:17][CH2:18][CH3:19])=[O:16])[C:7](=[CH:13][CH:14]=1)[C:8]([O:10][CH2:11][CH3:12])=[O:9] |f:3.4|. Procedure: Compound 401 (1.5 g, 5.6 mmol) was dissolved in 280 ml of benzene, and 3.4 g of purified zinc dust was added. Then 10 ml of concentrated hydrochloric acid was added in portions. After 15 min. of stirring at room temperature, another 3.4 g of zinc dust was added and the mixture was stirred at room temperature for 12 hours. 340 ml of cold water was added to the reaction mixture and the mixture was neutralized with 1N NaOH solution. The mixture was transferred to a separatory funnel and the benzene... Starting materials: C1(=CC=CC2=CC=CC=C12)C#CCCCO (5-(naphth-1-yl)-4-pentyn-1-ol), [H][H] (hydrogen). Reagents/catalysts: [Pd] (palladium on carbon). Solvent: C(C)O (ethanol). Yields the product C1(=CC=CC2=CC=CC=C12)CCCCCO (5-(naphth-1-yl)pentanol). The yield is 93.3%. RXN SMILES: [C:1]1([C:11]#[C:12][CH2:13][CH2:14][CH2:15][OH:16])[C:10]2[C:5](=[CH:6][CH:7]=[CH:8][CH:9]=2)[CH:4]=[CH:3][CH:2]=1.[H][H]>[Pd].C(O)C>[C:1]1([CH2:11][CH2:12][CH2:13][CH2:14][CH2:15][OH:16])[C:10]2[C:5](=[CH:6][CH:7]=[CH:8][CH:9]=2)[CH:4]=[CH:3][CH:2]=1. Procedure details: A mixture of 3.5 grams (0.017 mole) of 5-(naphth-1-yl)-4-pentyn-1-ol and 0.5 gram (catalyst) of 10% palladium on carbon in 30 mL of ethanol was shaken in a Parr hydrogenator until the theoretical amount of hydrogen gas was taken up. The reaction mixture was filtered to remove the catalyst, and the filtrate was concentrated under reduced pressure, yielding 3.4 grams of 5-(naphth-1-yl)pentanol. The NMR spectrum was consistent with the proposed structure. Starting materials: Cl.C(C)C(CC)C1=CC(=CC(=N1)C(=O)O)OC (6-(1-ethyl-propyl)-4-methoxy-pyridine-2-carboxylic acid hydrochloride), OC1=C(C=C(C(=N)NO)C=C1CCC)C (4,N-dihydroxy-3-methyl-5-propyl-benzamidine). The product is C(C)C(CC)C1=CC(=CC(=N1)C1=NC(=NO1)C1=CC(=C(C(=C1)CCC)O)C)OC (4-{5-[6-(1-Ethyl-propyl)-4-methoxy-pyridin-2-yl]-[1,2,4]oxadiazol-3-yl}-2-methyl-6-propyl-phenol). Yield: 3.1%. RXN SMILES: Cl.[CH2:2]([CH:4]([C:7]1[N:12]=[C:11]([C:13]([OH:15])=O)[CH:10]=[C:9]([O:16][CH3:17])[CH:8]=1)[CH2:5][CH3:6])[CH3:3].[OH:18][C:19]1[C:28]([CH2:29][CH2:30][CH3:31])=[CH:27][C:22]([C:23]([NH:25]O)=[NH:24])=[CH:21][C:20]=1[CH3:32]>>[CH2:5]([CH:4]([C:7]1[N:12]=[C:11]([C:13]2[O:15][N:25]=[C:23]([C:22]3[CH:27]=[C:28]([CH2:29][CH2:30][CH3:31])[C:19]([OH:18])=[C:20]([CH3:32])[CH:21]=3)[N:24]=2)[CH:10]=[C:9]([O:16][CH3:17])[CH:8]=1)[CH2:2][CH3:3])[CH3:6] |f:0.1|. Reported procedure: The title compound (3 mg) is prepared by coupling and cyclizing 6-(1-ethyl-propyl)-4-methoxy-pyridine-2-carboxylic acid hydrochloride (64 mg, 246 μmol) and 4,N-dihydroxy-3-methyl-5-propyl-benzamidine (54 mg, 259 μmol) as described in Example 1; LC-MS**: tR=0.88 min, [M+H]+=396.29. Reactants: C(C)(C)(C)OC(=O)N1CCC(CC1)(CO)CC1=NC(=CC=C1)OCC1=CC=CC=C1 (N-tert-butoxycarbonyl-4-(6-benzyloxypyridin-2-ylmethyl)-4-hydroxymethylpiperidine), [H][H] (hydrogen). The reagents and catalysts are [Pd] (palladium on charcoal). The solvent is C(C)O (ethanol). Product: C(C)(C)(C)OC(=O)N1CCC(CC1)(CO)CC1=NC(=CC=C1)O (N-tert-Butoxycarbonyl-4-(6-hydroxypyridin-2-ylmethyl)-4-hydroxymethylpiperidine). RXN SMILES: [C:1]([O:5][C:6]([N:8]1[CH2:13][CH2:12][C:11]([CH2:16][C:17]2[CH:22]=[CH:21][CH:20]=[C:19]([O:23]CC3C=CC=CC=3)[N:18]=2)([CH2:14][OH:15])[CH2:10][CH2:9]1)=[O:7])([CH3:4])([CH3:3])[CH3:2].[H][H]>[Pd].C(O)C>[C:1]([O:5][C:6]([N:8]1[CH2:13][CH2:12][C:11]([CH2:16][C:17]2[CH:22]=[CH:21][CH:20]=[C:19]([OH:23])[N:18]=2)([CH2:14][OH:15])[CH2:10][CH2:9]1)=[O:7])([CH3:4])([CH3:2])[CH3:3]. Procedure details: A mixture of N-tert-butoxycarbonyl-4-(6-benzyloxypyridin-2-ylmethyl)-4-hydroxymethylpiperidine (0.19 g, 0.5 mmol) and 5% palladium on charcoal (38 mg) in absolute ethanol (10 mL) was stirred under a balloon of hydrogen gas at room temp. for 3 h. The resultant mixture was filtered through a plug of Celite. The filtrate was concentrated under vacuum to provide the title compound as colorless gum. Reactants: ClC1=NC2=CC=CC=C2C(=C1)N1CC2=CC=CC=C2CC1 (2-chloro-4-(3,4-dihydro-1H-isoquinolin-2-yl)-quinoline), N1[C@@H](CO)CCC1 (D-prolinol). Run in CO (methanol). The product is C1N(CCC2=CC=CC=C12)C1=CC(=NC2=CC=CC=C12)N1[C@H](CCC1)CO ((R)-{1-[4-(3,4-Dihydro-1H-isoquinolin-2-yl)-quinolin-2-yl]-pyrrolidin-2-yl}-methanol). Reaction SMILES: Cl[C:2]1[CH:11]=[C:10]([N:12]2[CH2:21][CH2:20][C:19]3[C:14](=[CH:15][CH:16]=[CH:17][CH:18]=3)[CH2:13]2)[C:9]2[C:4](=[CH:5][CH:6]=[CH:7][CH:8]=2)[N:3]=1.[NH:22]1[CH2:28][CH2:27][CH2:26][C@@H:23]1[CH2:24][OH:25]>CO>[CH2:13]1[C:14]2[C:19](=[CH:18][CH:17]=[CH:16][CH:15]=2)[CH2:20][CH2:21][N:12]1[C:10]1[C:9]2[C:4](=[CH:5][CH:6]=[CH:7][CH:8]=2)[N:3]=[C:2]([N:22]2[CH2:28][CH2:27][CH2:26][C@@H:23]2[CH2:24][OH:25])[CH:11]=1. Procedure details: The title compound, m.p. 74-80° C., [α]D20 =30 63.2° (c=0.53, methanol) and MS: m/e=360.3 (M+H+), was prepared from 2-chloro-4-(3,4-dihydro-1H-isoquinolin-2-yl)-quinoline and D-prolinol.